This data is from the Open Reaction Database (ORD), a public repository of structured organic reaction records. The task is: describe an organic reaction: reactants, conditions, products, and yield Reactants: CC(C)(C)O, CC=C(C)C, [O-][Cl+][O-], Cl, [Na+], O=Cc1ccc2c(c1)OCO2, O. The product is O=C(O)c1ccc2c(c1)OCO2. As a reaction SMILES: [C:22]([OH:23])([CH3:24])([CH3:25])[CH3:26].[CH3:12][C:13](=[CH:14][CH3:15])[CH3:16].[Cl+:17]([O-:18])[O-:19].[ClH:21].[Na+:20].[O:1]1[CH2:2][O:3][c:4]2[c:5]1[cH:6][cH:7][c:8]([CH:10]=[O:11])[cH:9]2.[OH2:27]>>[O:1]1[CH2:2][O:3][c:4]2[c:5]1[cH:6][cH:7][c:8]([C:10](=[O:11])[OH:18])[cH:9]2.